From a dataset of the Open Reaction Database (ORD), a public repository of structured organic reaction records. describe an organic reaction: reactants, conditions, products, and yield The reactants are C1CCOC1, COC(=O)CN(c1cccc(I)c1)S(=O)(=O)NC(=O)OCC[Si](C)(C)C, CCCC[N+](CCCC)(CCCC)CCCC, CCOC(C)=O, CCCCCC, [F-]. Product: O=C1CN(c2cccc(I)c2)S(=O)(=O)N1. RXN SMILES: [CH2:57]1[O:58][CH2:59][CH2:60][CH2:61]1.[CH3:19][O:20][C:21]([CH2:22][N:23]([c:24]1[cH:25][c:26]([I:30])[cH:27][cH:28][cH:29]1)[S:31]([NH:32][C:33](=[O:34])[O:36][CH2:37][CH2:38][Si:39]([CH3:40])([CH3:41])[CH3:44])(=[O:42])=[O:43])=[O:35].[CH3:2][CH2:3][CH2:4][CH2:5][N+:6]([CH2:7][CH2:8][CH2:9][CH3:10])([CH2:11][CH2:12][CH2:13][CH3:14])[CH2:15][CH2:16][CH2:17][CH3:18].[CH3:45][CH2:46][O:47][C:48]([CH3:49])=[O:50].[CH3:51][CH2:52][CH2:53][CH2:54][CH2:55][CH3:56].[F-:1]>>[CH2:22]1[N:23]([c:24]2[cH:25][c:26]([I:30])[cH:27][cH:28][cH:29]2)[S:31](=[O:42])(=[O:43])[NH:32][C:33]1=[O:34]. RXN SMILES: [CH3:1][CH:2]1[CH2:3][O:4][CH2:5][CH2:6][N:7]1[c:8]1[n:9][c:10](-[c:21]2[c:22]3[c:23]([n:24][cH:25][cH:26]2)[n:27]([S:30]([c:31]2[cH:32][cH:33][c:34]([CH3:35])[cH:36][cH:37]2)(=[O:38])=[O:39])[cH:28][cH:29]3)[n:11][c:12]([C:14]2([S:17](=[O:18])(=[NH:19])[CH3:20])[CH2:15][CH2:16]2)[cH:13]1.[CH3:43][O:44][CH2:45][CH2:46][O:47][CH3:48].[ClH:42].[Na+:41].[OH-:40].[OH2:49]>>[CH3:1][CH:2]1[CH2:3][O:4][CH2:5][CH2:6][N:7]1[c:8]1[n:9][c:10](-[c:21]2[c:22]3[c:23]([n:24][cH:25][cH:26]2)[nH:27][cH:28][cH:29]3)[n:11][c:12]([C:14]2([S:17](=[O:18])(=[NH:19])[CH3:20])[CH2:15][CH2:16]2)[cH:13]1. Reactants: Cc1ccc(S(=O)(=O)n2ccc3c(-c4nc(N5CCOCC5C)cc(C5(S(C)(=N)=O)CC5)n4)ccnc32)cc1, COCCOC, Cl, [Na+], [OH-], O. Product: CC1COCCN1c1cc(C2(S(C)(=N)=O)CC2)nc(-c2ccnc3[nH]ccc23)n1. The reactants are CN (CH3NH2), BrC=1C(=CC2=C(C(=C(O2)C2=CC=C(C=C2)F)C(=O)O)C1)NS(=O)(=O)C (5-bromo-2-(4-fluorophenyl)-6-(methylsulfonamido)benzofuran-3-carboxylic acid), C=1C=CC2=C(C1)N=NN2O (HOBT), CCN=C=NCCCN(C)C (EDCI). Run in CCN(CC)CC (Et3N), CN(C)C=O (DMF). Run at time 2 hour. The product is BrC=1C(=CC2=C(C(=C(O2)C2=CC=C(C=C2)F)C(=O)NC)C1)NS(=O)(=O)C (5-bromo-2-(4-fluorophenyl)-N-methyl-6-(methylsulfonamido)benzofuran-3-carboxamide). Yield: 94.2%. RXN SMILES: [Br:1][C:2]1[C:3]([NH:21][S:22]([CH3:25])(=[O:24])=[O:23])=[CH:4][C:5]2[O:9][C:8]([C:10]3[CH:15]=[CH:14][C:13]([F:16])=[CH:12][CH:11]=3)=[C:7]([C:17](O)=[O:18])[C:6]=2[CH:20]=1.C1C=CC2N(O)N=[N:32][C:30]=2C=1.CCN=C=NCCCN(C)C.CN>CN(C=O)C.CCN(CC)CC>[Br:1][C:2]1[C:3]([NH:21][S:22]([CH3:25])(=[O:24])=[O:23])=[CH:4][C:5]2[O:9][C:8]([C:10]3[CH:15]=[CH:14][C:13]([F:16])=[CH:12][CH:11]=3)=[C:7]([C:17]([NH:32][CH3:30])=[O:18])[C:6]=2[CH:20]=1. Procedure details: A solution of 5-bromo-2-(4-fluorophenyl)-6-(methylsulfonamido)benzofuran-3-carboxylic acid (33 g, 77 mmol), HOBT (15.6 g, 115.5 mmol) and EDCI (22.2 g, 115.5 mmol) in DMF (250 mL) was stirred at room temperature. After 2 hours, Et3N (50 mL) and CH3NH2 (HCl salt, 17.7 g, 231 mmol) was added to the mixture, and the mixture was stirred overnight. After the solvent was removed, H2O was added and the mixture was extracted with ethyl acetate. The combined organic layer was washed with H2O, brine and c... Reactants: BrC=1C=C(C=CC1)C1(COCC(N1)=S)C(F)F (5-(3-Bromo-phenyl)-5-difluoromethyl-morpholine-3-thione), N (NH3). Solvent: CO (methanol). Conditions: time 18 hour. Yields the product BrC=1C=C(C=CC1)C1(N=C(COC1)N)C(F)F (5-(3-Bromo-phenyl)-5-difluoromethyl-5,6-dihydro-2H-[1,4]oxazin-3-ylamine). RXN SMILES: [Br:1][C:2]1[CH:3]=[C:4]([C:8]2([CH:15]([F:17])[F:16])[NH:13][C:12](=S)[CH2:11][O:10][CH2:9]2)[CH:5]=[CH:6][CH:7]=1.[NH3:18]>CO>[Br:1][C:2]1[CH:3]=[C:4]([C:8]2([CH:15]([F:17])[F:16])[CH2:9][O:10][CH2:11][C:12]([NH2:18])=[N:13]2)[CH:5]=[CH:6][CH:7]=1. Reported procedure: 5-(3-Bromo-phenyl)-5-difluoromethyl-morpholine-3-thione (7.49 g, 23.25 mmol) was dissolved in 36 ml 7N NH3 in methanol and stirred at room temperature for 18 h. After completion, volatiles were removed under reduced pressure to yield the title compound. 1H-NMR (360 MHz, DMSO-d6): 7.80 (s, 1H), 7.52 (m, 2H), 7.33 (m, 1H), 6.25 (br, 2H, NH2), 6.04 (t, 1H, CHF2), 4.15-3.90 (m, 2H), 3.72 (d, 1H), 3.45 (d, 1H); MS: 305 [(M+)+].